From a dataset of the Open Reaction Database (ORD), a public repository of structured organic reaction records. describe an organic reaction: reactants, conditions, products, and yield Reactants: O=CCCc1ccc(Br)cc1, CCc1nc(I)cn1CCN. Yields the product CCc1nc(I)c2n1CCNC2CCc1ccc(Br)cc1. As a reaction SMILES: [Br:12][c:13]1[cH:14][cH:15][c:16]([CH2:19][CH2:20][CH:21]=[O:22])[cH:17][cH:18]1.[CH2:1]([CH3:2])[c:3]1[n:4]([CH2:9][CH2:10][NH2:11])[cH:5][c:6]([I:8])[n:7]1>>[CH2:1]([CH3:2])[c:3]1[n:4]2[c:5]([c:6]([I:8])[n:7]1)[CH:21]([CH2:20][CH2:19][c:16]1[cH:15][cH:14][c:13]([Br:12])[cH:18][cH:17]1)[NH:11][CH2:10][CH2:9]2. Reactants: FC(=C[C@@]12[C@@H]3CC[C@@H]([C@@]3(C)CC=C2C=2C=CC(=CC2CC1)OC)OC1OCCCC1)F (8β-(2,2-difluorovinyl)-3-methoxy-17β-(tetrahydropyran-2-yloxy)-estra-1,3,5(10),9(11)-tetraene), CC(C)C[AlH]CC(C)C (DIBAH). Solvent: CCOCC (ether). Yields the product FC(=C[C@@]12[C@@H]3CC[C@@H]([C@@]3(C)CC=C2C=2C=CC(=CC2CC1)O)O)F (8β-(2,2-difluorovinyl)-estra-1,3,5(10),9(11)-tetraene-3,17β-diol). Reaction SMILES: [F:1][C:2]([F:31])=[CH:3][C@@:4]12[CH2:21][CH2:20][C:19]3[CH:18]=[C:17]([O:22]C)[CH:16]=[CH:15][C:14]=3[C:13]1=[CH:12][CH2:11][C@@:9]1([CH3:10])[C@H:5]2[CH2:6][CH2:7][C@@H:8]1[O:24]C1CCCCO1.CC(C[AlH]CC(C)C)C>CCOCC>[F:1][C:2]([F:31])=[CH:3][C@@:4]12[CH2:21][CH2:20][C:19]3[CH:18]=[C:17]([OH:22])[CH:16]=[CH:15][C:14]=3[C:13]1=[CH:12][CH2:11][C@@:9]1([CH3:10])[C@H:5]2[CH2:6][CH2:7][C@@H:8]1[OH:24]. Procedure details: 105 mg of 8β-(2,2-difluorovinyl)-3-methoxy-17β-(tetrahydropyran-2-yloxy)-estra-1,3,5(10),9(11)-tetraene was reacted according to general operating instructions 19 for ether cleavage with DIBAH/acid. The yield of colorless crystals with a melting point of 103-106° C. was 75 mg (93%). The reactants are Cl (hydrogen chloride), [Cl-].OC=1C(=CC(=C2CCC(C12)=NO)C)CNC(=O)C[N+]1=CC=CC=C1 ((2,3-dihydro-7-hydroxy-1-hydroxyimino-4-methyl-1H-indene-6-yl)methylaminocarbonylmethylpyridinium chloride), C(C)(=O)O (acetic acid), [H][H] (hydrogen). Reagents/catalysts: [Pt]=O (platinum oxide). Run in CO (methanol), CO (methanol). Product: Cl.Cl.NC1CCC2=C(C=C(C(=C12)O)CNC(CN1CCCCC1)=O)C (1-amino-2,3-dihydro-7-hydroxy-4-methyl-6-piperidinylacetylaminomethyl-1H-indene dihydrochloride). As a reaction SMILES: [Cl-:1].[OH:2][C:3]1[C:4]([CH2:15][NH:16][C:17]([CH2:19][N+:20]2[CH:25]=[CH:24][CH:23]=[CH:22][CH:21]=2)=[O:18])=[CH:5][C:6]([CH3:14])=[C:7]2[C:11]=1[C:10](=[N:12]O)[CH2:9][CH2:8]2.C(O)(=O)C.[H][H].Cl>CO.[Pt]=O>[ClH:1].[ClH:1].[NH2:12][CH:10]1[C:11]2[C:7](=[C:6]([CH3:14])[CH:5]=[C:4]([CH2:15][NH:16][C:17](=[O:18])[CH2:19][N:20]3[CH2:25][CH2:24][CH2:23][CH2:22][CH2:21]3)[C:3]=2[OH:2])[CH2:8][CH2:9]1 |f:0.1,7.8.9|. Procedure details: 10 Grams of (2,3-dihydro-7-hydroxy-1-hydroxyimino-4-methyl-1H-indene-6-yl)methylaminocarbonylmethylpyridinium chloride, 200 ml of acetic acid and 1.0 g of platinum oxide were subjected to catalytic hydrogenation under 3 atmospheric hydrogen gas pressure at room temperature for 8 hours. After the hydrogenation was completed, the catalyst was removed by filtration, and the filtrate was concentrated to dryness under a reduced pressure. The residue thus obtained was dissolved in 100 ml of methanol a... Reactants: Cc1ccc2c(c1)C(O)CC2, Cc1ccccc1, O, Cc1ccc(S(=O)(=O)O)cc1. The product is Cc1ccc2c(c1)C=CC2. Reaction SMILES: [CH3:1][c:2]1[cH:3][cH:4][c:5]2[c:9]([cH:10]1)[CH:8]([OH:11])[CH2:7][CH2:6]2.[CH3:24][c:25]1[cH:26][cH:27][cH:28][cH:29][cH:30]1.[OH2:12].[c:13]1([CH3:14])[cH:15][cH:16][c:17]([S:18]([OH:19])(=[O:20])=[O:21])[cH:22][cH:23]1>>[CH3:1][c:2]1[cH:3][cH:4][c:5]2[c:9]([cH:10]1)[CH:8]=[CH:7][CH2:6]2. Starting materials: CN1C(CNC(C2=C1C=CC(=C2)Cl)C2=CC=CC=C2)=O (1-methyl-5-phenyl-7-chloro-1,3,4,5-tetrahydro-2H-1,4-benzodiazepine-2-one), [O-2].[Mg+2] (magnesium oxide), CN1C(CN(C(C2=C1C=CC(=C2)Cl)C2=CC=CC=C2)C(=O)Cl)=O (1-methyl-4-chlorocarbonyl-5-phenyl-7-chloro-1,3,4,5-tetrahydro-2H-1,4-benzodiazepine-2-one). Solvent: C(Cl)(Cl)Cl (chloroform). Yields the product CN1C(CN(C(C2=C1C=CC(=C2)Cl)C2=CC=CC=C2)C(=O)N2CC(N(C1=C(C2C2=CC=CC=C2)C=C(C=C1)Cl)C)=O)=O (di-(1-methyl-2-oxo-5-phenyl-7-chloro-1,3,4,5-tetrahydro-2H-1,4-benzodiazepine-4-yl)-ketone). Yield: 66.2%. RXN SMILES: [CH3:1][N:2]1[C:8]2[CH:9]=[CH:10][C:11]([Cl:13])=[CH:12][C:7]=2[CH:6]([C:14]2[CH:19]=[CH:18][CH:17]=[CH:16][CH:15]=2)[NH:5][CH2:4][C:3]1=[O:20].[O-2].[Mg+2].[CH3:23][N:24]1[C:30]2[CH:31]=[CH:32][C:33]([Cl:35])=[CH:34][C:29]=2[CH:28]([C:36]2[CH:41]=[CH:40][CH:39]=[CH:38][CH:37]=2)[N:27]([C:42](Cl)=[O:43])[CH2:26][C:25]1=[O:45]>C(Cl)(Cl)Cl>[CH3:1][N:2]1[C:8]2[CH:9]=[CH:10][C:11]([Cl:13])=[CH:12][C:7]=2[CH:6]([C:14]2[CH:19]=[CH:18][CH:17]=[CH:16][CH:15]=2)[N:5]([C:42]([N:27]2[CH:28]([C:36]3[CH:41]=[CH:40][CH:39]=[CH:38][CH:37]=3)[C:29]3[CH:34]=[C:33]([Cl:35])[CH:32]=[CH:31][C:30]=3[N:24]([CH3:23])[C:25](=[O:45])[CH2:26]2)=[O:43])[CH2:4][C:3]1=[O:20] |f:1.2|. Procedure: 1 g. of 1-methyl-5-phenyl-7-chloro-1,3,4,5-tetrahydro-2H-1,4-benzodiazepine-2-one and 1 g. of magnesium oxide are added to a solution of 0.8 g. (2.29 mmoles) of 1-methyl-4-chlorocarbonyl-5-phenyl-7-chloro-1,3,4,5-tetrahydro-2H-1,4-benzodiazepine-2-one in 10 ml. of chloroform, and the mixture is stirred at 40° C. overnight. Thereafter the inorganic salts are filtered off, washed with 10 ml. of chloroform, and the chloroform solution is stirred with 10 ml. of 2n hydrochloric acid. The hydrochlorid...